This data is from the Open Reaction Database (ORD), a public repository of structured organic reaction records. The task is: describe an organic reaction: reactants, conditions, products, and yield The reactants are FC=1C=NC(=NC1)C#N (5-fluoropyrimidine-2-carbonitrile), Cl (HCl), CO (MeOH), C(=O)(O)[O-].[Na+] (NaHCO3), C(=O)(O)[O-].[Na+] (NaHCO3). Reaction conditions: temperature 80 celsius, time 2 hour. The product is FC=1C=NC(=NC1)C(=O)OC (methyl 5-fluoropyrimidine-2-carboxylate). RXN SMILES: [F:1][C:2]1[CH:3]=[N:4][C:5]([C:8]#N)=[N:6][CH:7]=1.Cl.[C:11]([O-])(O)=[O:12].[Na+].C[OH:17]>>[F:1][C:2]1[CH:3]=[N:4][C:5]([C:8]([O:12][CH3:11])=[O:17])=[N:6][CH:7]=1 |f:2.3|. Procedure: To a solution of 5-fluoropyrimidine-2-carbonitrile (513 mg, 4.17 mmol) in MeOH (5 mL) was added 5 mL of concentrated HCl. The mixture was stirred at 80° C. for 2 h. The solution was allowed to cool to room temperature and then treated with a small amount of saturated aqueous NaHCO3 solution and a larger amount of solid NaHCO3. The solution was used to keep everything homogeneous. When the pH reached 6-7 the aqueous layer was extracted with 10% EtOAc/DCM. The combined organic layers containing th... The reactants are C(CCC(=O)[O-])(=O)OCCCCCCCCCC.[Zn+2].C(CCCCCCCCC)OC(CCC(=O)[O-])=O (zinc decyl succinate), C(CCC(=O)[O-])(=O)OCCCCCCCCCCCCCCCC.[Zn+2].C(CCCCCCCCCCCCCCC)OC(CCC(=O)[O-])=O (zinc hexadecyl succinate), C(CCC(=O)[O-])(=O)OCCCCCCCCCCCCCCCCCC.[Zn+2].C(CCCCCCCCCCCCCCCCC)OC(CCC(=O)[O-])=O (zinc octadecyl succinate), C(CCC(=O)[O-])(=O)OCCCCCCCCCCC.[Zn+2].C(CCCCCCCCCC)OC(CCC(=O)[O-])=O (zinc undecyl succinate), C(CCC(=O)[O-])(=O)OCCCCCCCCCCCCCC.[Zn+2].C(CCCCCCCCCCCCC)OC(CCC(=O)[O-])=O (zinc tetradecyl succinate), C(CCC(=O)[O-])(=O)OCCCCCCCCCCCCCCCCCCCCCC.[Zn+2].C(CCCCCCCCCCCCCCCCCCCCC)OC(CCC(=O)[O-])=O (zinc docosyl succinate). The product is C(CCC(=O)[O-])(=O)OCCCCCCCCCCCC.[Zn+2].C(CCCCCCCCCCC)OC(CCC(=O)[O-])=O (Zinc dodecyl succinate). Reaction SMILES: [C:1]([O:8][CH2:9][CH2:10][CH2:11][CH2:12][CH2:13][CH2:14][CH2:15][CH2:16][CH2:17][CH3:18])(=[O:7])[CH2:2][CH2:3][C:4]([O-:6])=[O:5].[Zn+2:19].[CH2:20](OC(=O)CCC([O-])=O)[CH2:21]CCCCCCCC.C(OCCCCCCCCCCC)(=O)CCC([O-])=O.[Zn+2].C(OC(=O)CCC([O-])=O)CCCCCCCCCC.C(OCCCCCCCCCCCCCC)(=O)CCC([O-])=O.[Zn+2].C(OC(=O)CCC([O-])=O)CCCCCCCCCCCCC.C(OCCCCCCCCCCCCCCCC)(=O)CCC([O-])=O.[Zn+2].C(OC(=O)CCC([O-])=O)CCCCCCCCCCCCCCC.C(OCCCCCCCCCCCCCCCCCC)(=O)CCC([O-])=O.[Zn+2].C(OC(=O)CCC([O-])=O)CCCCCCCCCCCCCCCCC.C(OCCCCCCCCCCCCCCCCCCCCCC)(=O)CCC([O-])=O.[Zn+2].C(OC(=O)CCC([O-])=O)CCCCCCCCCCCCCCCCCCCCC>>[C:1]([O:8][CH2:9][CH2:10][CH2:11][CH2:12][CH2:13][CH2:14][CH2:15][CH2:16][CH2:17][CH2:18][CH2:20][CH3:21])(=[O:7])[CH2:2][CH2:3][C:4]([O-:6])=[O:5].[Zn+2:19].[CH2:9]([O:8][C:1](=[O:7])[CH2:2][CH2:3][C:4]([O-:6])=[O:5])[CH2:10][CH2:11][CH2:12][CH2:13][CH2:14][CH2:15][CH2:16][CH2:17][CH2:18][CH2:20][CH3:21] |f:0.1.2,3.4.5,6.7.8,9.10.11,12.13.14,15.16.17,18.19.20|. Procedure details: In a similar way were prepared, zinc decyl succinate (m.p. 123°C), zinc undecyl succinate (m.p. 121°C), zinc tetradecyl succinate (m.p. 123°C), zinc hexadecyl succinate (m.p. 124°C), zinc octadecyl succinate (m.p. 123°C), zinc docosyl succinate (m.p. 123°C), ##EQU1##